This data is from the Open Reaction Database (ORD), a public repository of structured organic reaction records. The task is: describe an organic reaction: reactants, conditions, products, and yield Reactants: O=C(NCc1ccccc1)Nc1nc(C(=O)O)cs1, C1CCOC1, CCOC(C)=O, Cl, CCOC(=O)COc1ccc(N)cc1. Yields the product CCOC(=O)COc1ccc(NC(=O)c2csc(NC(=O)NCc3ccccc3)n2)cc1. Reaction SMILES: [CH2:1]([c:2]1[cH:3][cH:4][cH:5][cH:6][cH:7]1)[NH:8][C:9]([NH:10][c:11]1[s:12][cH:13][c:14]([C:16](=[O:17])[OH:18])[n:15]1)=[O:19].[CH2:20]1[O:21][CH2:22][CH2:23][CH2:24]1.[CH3:40][CH2:41][O:42][C:43](=[O:44])[CH3:45].[ClH:25].[NH2:26][c:27]1[cH:28][cH:29][c:30]([O:33][CH2:34][C:35](=[O:36])[O:37][CH2:38][CH3:39])[cH:31][cH:32]1>>[CH2:1]([c:2]1[cH:3][cH:4][cH:5][cH:6][cH:7]1)[NH:8][C:9]([NH:10][c:11]1[s:12][cH:13][c:14]([C:16](=[O:18])[NH:26][c:27]2[cH:28][cH:29][c:30]([O:33][CH2:34][C:35](=[O:36])[O:37][CH2:38][CH3:39])[cH:31][cH:32]2)[n:15]1)=[O:19]. Reactants: O=C([O-])[O-], CCC#N, O=Cc1ccccc1F, [K+], [K+], OCCS. Yields the product O=Cc1ccccc1SCCO. Reaction SMILES: [C:1](=[O:2])([O-:3])[O-:4].[C:20](#[N:21])[CH2:22][CH3:23].[F:11][c:12]1[c:13]([CH:14]=[O:15])[cH:16][cH:17][cH:18][cH:19]1.[K+:5].[K+:6].[SH:7][CH2:8][CH2:9][OH:10]>>[S:7]([CH2:8][CH2:9][OH:10])[c:12]1[c:13]([CH:14]=[O:15])[cH:16][cH:17][cH:18][cH:19]1. The reactants are [Li]C(C)(C)C, CCc1cccc(NC(=O)C(C)(C)C)n1, CI, CCOCC, O. Yields the product CCc1ccc(C)c(NC(=O)C(C)(C)C)n1. As a reaction SMILES: [C:16]([Li:17])([CH3:18])([CH3:19])[CH3:20].[CH2:1]([CH3:2])[c:3]1[cH:4][cH:5][cH:6][c:7]([NH:9][C:10]([C:11]([CH3:12])([CH3:13])[CH3:14])=[O:15])[n:8]1.[CH3:21][I:22].[CH3:23][CH2:24][O:25][CH2:26][CH3:27].[OH2:28]>>[CH2:1]([CH3:2])[c:3]1[cH:4][cH:5][c:6]([CH3:16])[c:7]([NH:9][C:10]([C:11]([CH3:12])([CH3:13])[CH3:14])=[O:15])[n:8]1. The reactants are CCN(C(C)C)C(C)C, N#Cc1ccc(Cl)nc1, Clc1ccc(CNC2CCNC2)c(Cl)c1, CN(C)C=O. Yields the product N#Cc1ccc(N2CCC(NCc3ccc(Cl)cc3Cl)C2)nc1. As a reaction SMILES: [CH:25]([N:26]([CH:27]([CH3:28])[CH3:29])[CH2:30][CH3:31])([CH3:32])[CH3:33].[Cl:16][c:17]1[n:18][cH:19][c:20]([C:21]#[N:22])[cH:23][cH:24]1.[Cl:1][c:2]1[c:3]([CH2:4][NH:5][CH:6]2[CH2:7][NH:8][CH2:9][CH2:10]2)[cH:11][cH:12][c:13]([Cl:15])[cH:14]1.[O:34]=[CH:35][N:36]([CH3:37])[CH3:38]>>[Cl:1][c:2]1[c:3]([CH2:4][NH:5][CH:6]2[CH2:7][N:8]([c:17]3[n:18][cH:19][c:20]([C:21]#[N:22])[cH:23][cH:24]3)[CH2:9][CH2:10]2)[cH:11][cH:12][c:13]([Cl:15])[cH:14]1. Starting materials: CCO, CCOC(=O)CC1CCC(C(=O)N(C)c2ccc(OC(F)(F)F)cc2CN2C(=O)OC(c3cc(C(F)(F)F)cc(C(F)(F)F)c3)C2C)CC1, [K+], [OH-]. The product is CC1C(c2cc(C(F)(F)F)cc(C(F)(F)F)c2)OC(=O)N1Cc1cc(OC(F)(F)F)ccc1N(C)C(=O)C1CCC(CC(=O)O)CC1. RXN SMILES: [CH3:52][CH2:53][OH:54].[F:1][C:2]([c:3]1[cH:4][c:5]([CH:13]2[CH:14]([CH3:47])[N:15]([CH2:19][c:20]3[c:21]([N:31]([C:32](=[O:33])[CH:34]4[CH2:35][CH2:36][CH:37]([CH2:40][C:41](=[O:42])[O:43][CH2:44][CH3:45])[CH2:38][CH2:39]4)[CH3:46])[cH:22][cH:23][c:24]([O:26][C:27]([F:28])([F:29])[F:30])[cH:25]3)[C:16](=[O:18])[O:17]2)[cH:6][c:7]([C:9]([F:10])([F:11])[F:12])[cH:8]1)([F:48])[F:49].[K+:51].[OH-:50]>>[F:1][C:2]([c:3]1[cH:4][c:5]([CH:13]2[CH:14]([CH3:47])[N:15]([CH2:19][c:20]3[c:21]([N:31]([C:32](=[O:33])[CH:34]4[CH2:35][CH2:36][CH:37]([CH2:40][C:41](=[O:42])[OH:43])[CH2:38][CH2:39]4)[CH3:46])[cH:22][cH:23][c:24]([O:26][C:27]([F:28])([F:29])[F:30])[cH:25]3)[C:16](=[O:18])[O:17]2)[cH:6][c:7]([C:9]([F:10])([F:11])[F:12])[cH:8]1)([F:48])[F:49]. Reactants: S(C)C (Me2S), CC=1C=C2C(=CC(C2=CC1)=O)C1=CC=CC=C1 (5-Methyl-3-phenyl-inden-1-one), CO (methanol). Reagents/catalysts: catalyst. The solvent is C1CCOC1 (THF), C1CCOC1 (THF). Conditions: time 1 hour. Yields the product CC=1C=C2C(=C[C@@H](C2=CC1)O)C1=CC=CC=C1 (5-Methyl-3-phenyl-(S)-1H-inden-1-ol). The yield is 95.1%. RXN SMILES: S(C)C.[CH3:4][C:5]1[CH:6]=[C:7]2[C:11](=[CH:12][CH:13]=1)[C:10](=[O:14])[CH:9]=[C:8]2[C:15]1[CH:20]=[CH:19][CH:18]=[CH:17][CH:16]=1.CO>C1COCC1>[CH3:4][C:5]1[CH:6]=[C:7]2[C:11](=[CH:12][CH:13]=1)[C@@H:10]([OH:14])[CH:9]=[C:8]2[C:15]1[CH:20]=[CH:19][CH:18]=[CH:17][CH:16]=1. Procedure details: (R)-MeCBS catalyst (0.22 ml, 1M, 0.22 mmol) was mixed in 5 ml of dry THF, and stirred for 1 h at room temperature. After cooling to 0° C., 2.5 ml of 2 M BH3:Me2S (4.99 mmol) in THF were added. 5-Methyl-3-phenyl-inden-1-one (1.00 g, 4.54 mmol) was added as a solution in toulene (2 ml) over 2 h via a syringe pump. The reaction was followed by TLC. After completeness, methanol (0.6 ml, 17 mmol) was added at 0° C. and the mixture was evaporated to dryness. Flash chromatography eluting with ethyl ace... Starting materials: [N+](=O)([O-])C=1C(=C(C(=O)O)C(=C(C1)Cl)Cl)Cl (3-nitro-2,5,6-trichlorobenzoic acid), ClC1=C(CN)C=CC=C1 (2-chlorobenzylamine), Cl (hydrochloric acid). Solvent: C1(=CC=CC=C1)C (toluene). Product: NC1=C(C(=O)O)C(=C(C=C1[N+](=O)[O-])Cl)Cl (amino-5,6-dichloro-3-nitrobenzoic acid). As a reaction SMILES: [N+:1]([C:4]1[C:5](Cl)=[C:6]([C:10]([Cl:14])=[C:11]([Cl:13])[CH:12]=1)[C:7]([OH:9])=[O:8])([O-:3])=[O:2].ClC1C=CC=CC=1C[NH2:20].Cl>C1(C)C=CC=CC=1>[NH2:20][C:5]1[C:4]([N+:1]([O-:3])=[O:2])=[CH:12][C:11]([Cl:13])=[C:10]([Cl:14])[C:6]=1[C:7]([OH:9])=[O:8]. Reported procedure: To a stirred solution of 3-nitro-2,5,6-trichlorobenzoic acid (37.1 mmol, 10.0 g) in 150 mL of toluene, was added 2-chlorobenzylamine (81.6 mmol, 11.56 g). The reaction mixture was refluxed overnight, poured into dilute hydrochloric acid and vigorously stirred. The resulting solid was filtered. The product was dissolved in toluene and then precipitated with diethyl ether. Recrystallization of the product from methanol gave 3.4 g of 2-[2-chlorophenyl)methyl]amino-5,6-dichloro-3-nitrobenzoic acid; ...